This data is from the Open Reaction Database (ORD), a public repository of structured organic reaction records. The task is: describe an organic reaction: reactants, conditions, products, and yield Starting materials: CC(Br)C(N)=O, O=C([O-])[O-], N#Cc1ccc2[nH]c(C(F)F)cc2c1Cl, [Cs+], [Cs+]. Yields the product CC(C(N)=O)n1c(C(F)F)cc2c(Cl)c(C#N)ccc21. As a reaction SMILES: [Br:16][CH:17]([C:18](=[O:19])[NH2:20])[CH3:21].[C:22](=[O:23])([O-:24])[O-:25].[Cl:1][c:2]1[c:3]2[cH:4][c:5]([CH:13]([F:14])[F:15])[nH:6][c:7]2[cH:8][cH:9][c:10]1[C:11]#[N:12].[Cs+:26].[Cs+:27]>>[Cl:1][c:2]1[c:3]2[cH:4][c:5]([CH:13]([F:14])[F:15])[n:6]([CH:17]([C:18](=[O:19])[NH2:20])[CH3:21])[c:7]2[cH:8][cH:9][c:10]1[C:11]#[N:12]. Starting materials: N1=CC(=CC=C1)CCC(=NO)C1=CC=CC=C1 (3-(3-pyridinyl)-1-phenylpropan-1-one oxime), ICCC (1-iodopropane). The solvent is C(C)#N (acetonitrile). Product: [I-].ON=C(CCC=1C=[N+](C=CC1)CCC)C1=CC=CC=C1 (3-[3-(Hydroxyimino)-3-phenylpropyl]-1-propylpyridinium iodide). Yield: 101.7%. RXN SMILES: [N:1]1[CH:6]=[CH:5][CH:4]=[C:3]([CH2:7][CH2:8][C:9]([C:12]2[CH:17]=[CH:16][CH:15]=[CH:14][CH:13]=2)=[N:10][OH:11])[CH:2]=1.[I:18][CH2:19][CH2:20][CH3:21]>C(#N)C>[I-:18].[OH:11][N:10]=[C:9]([C:12]1[CH:13]=[CH:14][CH:15]=[CH:16][CH:17]=1)[CH2:8][CH2:7][C:3]1[CH:2]=[N+:1]([CH2:19][CH2:20][CH3:21])[CH:6]=[CH:5][CH:4]=1 |f:3.4|. Procedure details: To a solution of 3-(3-pyridinyl)-1-phenylpropan-1-one oxime (4.79 g, 0.021 mol) in acetonitrile (50 mL) was added 1-iodopropane (3.10 mL, 0.032 mol). The mixture was then refluxed for 12 hours. Solvent was removed to dryness under vacuum to give a dark brown oil (8.46 g, 100%). The crude product was used in the next step without further purification. The reactants are C(C#C)N1CCOCC1 (N-Propargylmorpholine), IC1=CC=C(C=C1)\C(=C/COC1=CC=C(C2=C1OC=C2)OCC(=O)OCC)\C2=CC=C(C=C2)C(F)(F)F (ethyl (Z)-[7-[3-(4-iodophenyl)-3-(4-trifluoromethylphenyl)allyloxy]-benzo[b]furan-4-yl]oxyacetate). Reagents/catalysts: C=1C=CC(=CC1)[P](C=2C=CC=CC2)(C=3C=CC=CC3)[Pd]([P](C=4C=CC=CC4)(C=5C=CC=CC5)C=6C=CC=CC6)([P](C=7C=CC=CC7)(C=8C=CC=CC8)C=9C=CC=CC9)[P](C=1C=CC=CC1)(C=1C=CC=CC1)C=1C=CC=CC1 (tetrakis(triphenylphosphine)palladium), [Cu]I (copper(I) iodide). Run in O1CCCC1 (tetrahydrofuran), C(C)N(CC)CC (triethylamine), C1=CC=CC=C1 (benzene). Run at temperature 0 celsius, time 120 hour. Product: N1(CCOCC1)CC#CC1=CC=C(C=C1)\C(=C/COC1=CC=C(C2=C1OC=C2)OCC(=O)OCC)\C2=CC=C(C=C2)C(F)(F)F (ethyl (E)-[7-[3-[4-[3-(morpholin-4-yl)propynyl]phenyl]-3-(4-trifluoromethylphenyl)allyloxy]benzo[b]furan-4-yl]oxyacetate). Reaction SMILES: [CH2:1]([N:4]1[CH2:9][CH2:8][O:7][CH2:6][CH2:5]1)[C:2]#[CH:3].I[C:11]1[CH:16]=[CH:15][C:14](/[C:17](/[C:37]2[CH:42]=[CH:41][C:40]([C:43]([F:46])([F:45])[F:44])=[CH:39][CH:38]=2)=[CH:18]\[CH2:19][O:20][C:21]2[C:26]3[O:27][CH:28]=[CH:29][C:25]=3[C:24]([O:30][CH2:31][C:32]([O:34][CH2:35][CH3:36])=[O:33])=[CH:23][CH:22]=2)=[CH:13][CH:12]=1>O1CCCC1.C(N(CC)CC)C.C1C=CC=CC=1.C1C=CC([P]([Pd]([P](C2C=CC=CC=2)(C2C=CC=CC=2)C2C=CC=CC=2)([P](C2C=CC=CC=2)(C2C=CC=CC=2)C2C=CC=CC=2)[P](C2C=CC=CC=2)(C2C=CC=CC=2)C2C=CC=CC=2)(C2C=CC=CC=2)C2C=CC=CC=2)=CC=1.[Cu]I>[N:4]1([CH2:1][C:2]#[C:3][C:11]2[CH:12]=[CH:13][C:14](/[C:17](/[C:37]3[CH:42]=[CH:41][C:40]([C:43]([F:45])([F:44])[F:46])=[CH:39][CH:38]=3)=[CH:18]\[CH2:19][O:20][C:21]3[C:26]4[O:27][CH:28]=[CH:29][C:25]=4[C:24]([O:30][CH2:31][C:32]([O:34][CH2:35][CH3:36])=[O:33])=[CH:23][CH:22]=3)=[CH:15][CH:16]=2)[CH2:9][CH2:8][O:7][CH2:6][CH2:5]1 |^1:68,70,89,108|. Reported procedure: N-Propargylmorpholine (0.64 g, 5.1 mmol) was added under nitrogen atmosphere to a degassed solution of ethyl (Z)-[7-[3-(4-iodophenyl)-3-(4-trifluoromethylphenyl)allyloxy]-benzo[b]furan-4-yl]oxyacetate (0.68 g, 1.09 mmol) in a mixture of tetrahydrofuran (20 mL) and triethylamine (10 mL) The solution was cooled to 0° C., tetrakis(triphenylphosphine)palladium (0.17 g, 0.147 mmol) and copper(I) iodide (0.03 g, 0.16 mmol) were added. The reaction mixture was stirred at ambient temperature for 120 h, ...